The task is: describe an organic reaction: reactants, conditions, products, and yield. This data is from the Open Reaction Database (ORD), a public repository of structured organic reaction records. Starting materials: N[C@@H](CC1=CC=CC=C1)C(=O)N1[C@@H](C(=O)OC(C)(C)C)CCC1 (H-L-Phe-D-Pro-OtBu), N(C(C)(C)C(=O)O)C(=O)OCC1=CC=CC=C1 (Z-Aib-OH). Yields the product N(C(C)(C)C(=O)N[C@@H](CC1=CC=CC=C1)C(=O)N1[C@@H](C(=O)OC(C)(C)C)CCC1)C(=O)OCC1=CC=CC=C1 (Z-Aib-L-Phe-D-Pro-OtBu). Yield: 85.4%. As a reaction SMILES: [NH2:1][C@H:2]([C:10]([N:12]1[CH2:23][CH2:22][CH2:21][C@@H:13]1[C:14]([O:16][C:17]([CH3:20])([CH3:19])[CH3:18])=[O:15])=[O:11])[CH2:3][C:4]1[CH:9]=[CH:8][CH:7]=[CH:6][CH:5]=1.[NH:24]([C:31]([O:33][CH2:34][C:35]1[CH:40]=[CH:39][CH:38]=[CH:37][CH:36]=1)=[O:32])[C:25]([C:28](O)=[O:29])([CH3:27])[CH3:26]>>[NH:24]([C:31]([O:33][CH2:34][C:35]1[CH:36]=[CH:37][CH:38]=[CH:39][CH:40]=1)=[O:32])[C:25]([C:28]([NH:1][C@H:2]([C:10]([N:12]1[CH2:23][CH2:22][CH2:21][C@@H:13]1[C:14]([O:16][C:17]([CH3:18])([CH3:19])[CH3:20])=[O:15])=[O:11])[CH2:3][C:4]1[CH:5]=[CH:6][CH:7]=[CH:8][CH:9]=1)=[O:29])([CH3:27])[CH3:26]. Procedure: H-L-Phe-D-Pro-OtBu (0.853 g, 2.68 mmol) and Z-Aib-OH (954 mg, 4.02 mmol) were condensed as described in Step 1 above. The oily product was purified by flash chromatography on silica gel (CHCl3/MeOH=99/1) to yield 1.23 g (85%) of the titled compound.